From a dataset of the Open Reaction Database (ORD), a public repository of structured organic reaction records. describe an organic reaction: reactants, conditions, products, and yield Yield: 18.2%. Reactants: FC(S(=O)(=O)OC=1C(=CC(=C2C=CC=NC12)Cl)C(C)=O)(F)F (7-Acetyl-5-chloroquinolin-8-yl trifluoromethanesulfonate), Cl.O(C1=CC=CC=C1)C1CCNCC1 (4-phenoxypiperidine hydrochloride), C1=CC=C(C=C1)P(C2=CC=CC=C2)C3=C(C4=CC=CC=C4C=C3)C5=C(C=CC6=CC=CC=C65)P(C7=CC=CC=C7)C8=CC=CC=C8 ((S)-(−)-2,2′-bis(diphenylphosphino)-1,1′-binaphthyl), C([O-])([O-])=O.[Cs+].[Cs+] (cesium carbonate). Reagents/catalysts: C(C)(=O)[O-].[Pd+2].C(C)(=O)[O-] (palladium acetate). Run at temperature 65 celsius. Reported procedure: A stirred mixture of 7-acetyl-5-chloroquinolin-8-yl trifluoromethanesulfonate (0.12 g, 0.34 mmol, from Example 47, Step 2), 4-phenoxypiperidine hydrochloride (0.087 g, 0.41 mmol), palladium acetate (1.5 mg, 0.0067 mmol), (S)-(−)-2,2′-bis(diphenylphosphino)-1,1′-binaphthyl (6.3 g, 0.010 mmol), and cesium carbonate (0.42 g, 1.3 mmol) in tetrahydrofuran (4 mL) was heated at 65° C. overnight. The mixture was cooled, diluted with dichloromethane and filtered. The filtrate was washed with brine, dried... Yields the product ClC1=C2C=CC=NC2=C(C(=C1)C(C)=O)N1CCC(CC1)OC1=CC=CC=C1 (1-[5-Chloro-8-(4-phenoxypiperidin-1-yl)quinolin-7-yl]ethanone). Run in O1CCCC1 (tetrahydrofuran), ClCCl (dichloromethane). As a reaction SMILES: FC(F)(F)S(O[C:7]1[C:8]([C:18](=[O:20])[CH3:19])=[CH:9][C:10]([Cl:17])=[C:11]2[C:16]=1[N:15]=[CH:14][CH:13]=[CH:12]2)(=O)=O.Cl.[O:24]([CH:31]1[CH2:36][CH2:35][NH:34][CH2:33][CH2:32]1)[C:25]1[CH:30]=[CH:29][CH:28]=[CH:27][CH:26]=1.C1C=CC(P(C2C=CC3C(=CC=CC=3)C=2C2C3C(=CC=CC=3)C=CC=2P(C2C=CC=CC=2)C2C=CC=CC=2)C2C=CC=CC=2)=CC=1.C(=O)([O-])[O-].[Cs+].[Cs+]>O1CCCC1.ClCCl.C([O-])(=O)C.[Pd+2].C([O-])(=O)C>[Cl:17][C:10]1[CH:9]=[C:8]([C:18](=[O:20])[CH3:19])[C:7]([N:34]2[CH2:35][CH2:36][CH:31]([O:24][C:25]3[CH:30]=[CH:29][CH:28]=[CH:27][CH:26]=3)[CH2:32][CH2:33]2)=[C:16]2[C:11]=1[CH:12]=[CH:13][CH:14]=[N:15]2 |f:1.2,4.5.6,9.10.11|.